From a dataset of the Open Reaction Database (ORD), a public repository of structured organic reaction records. describe an organic reaction: reactants, conditions, products, and yield The product is O=C(CCO)Nc1ncc(Br)s1. Starting materials: CCOC(=O)CC(=O)Nc1ncc(Br)s1, CCO, CCOCC. Reaction SMILES: [Br:1][c:2]1[cH:3][n:4][c:5]([NH:7][C:8]([CH2:9][C:10](=[O:11])[O:12][CH2:13][CH3:14])=[O:15])[s:6]1.[CH3:16][CH2:17][OH:18].[CH3:19][CH2:20][O:21][CH2:22][CH3:23]>>[Br:1][c:2]1[cH:3][n:4][c:5]([NH:7][C:8]([CH2:9][CH2:10][OH:11])=[O:15])[s:6]1. As a reaction SMILES: [O:1]=[C:2]1[N:6]([CH2:7][C:8]2[CH:13]=[CH:12][CH:11]=[CH:10][CH:9]=2)[CH2:5][CH:4]([C:14]([O:16]C)=O)[CH2:3]1.C(C1NC=CN=1)(C1NC=CN=1)=O.Cl.[F:31][C:32]([F:36])([F:35])[CH2:33][NH2:34].N12CCCN=C1CCCCC2>O1CCCC1>[O:1]=[C:2]1[N:6]([CH2:7][C:8]2[CH:9]=[CH:10][CH:11]=[CH:12][CH:13]=2)[CH2:5][CH:4]([C:14]([NH:34][CH2:33][C:32]([F:36])([F:35])[F:31])=[O:16])[CH2:3]1 |f:2.3|. Procedure details: A mixture of 21.9 g (0.10 mole) methyl 5-oxo-1-(phenylmethyl)-3-pyrrolidinecarboxylate in 150 ml tetrahydrofuran, was cooled to 0° C. in an ice bath under nitrogen and 24.3 g (0.15 mole) carbonyl diimidazole was added. The reaction was stirred at 0° C. for 30 minutes, then at room temperature for 30 minutes. A solution of 13.6 g (0.10 mole) of 2,2,2-trifluoroethylamine hydrochloride, 15.2 g (0.10 mole) 1,8-diazabicyclo[5.4.0]undec-7-ene and 100 ml tetrahydrofuran was added. The reaction was stir... Isolated yield 28.3%. Run at temperature 0 celsius, time 30 minute. Run in O1CCCC1 (tetrahydrofuran), O1CCCC1 (tetrahydrofuran). Reactants: O=C1CC(CN1CC1=CC=CC=C1)C(=O)OC (methyl 5-oxo-1-(phenylmethyl)-3-pyrrolidinecarboxylate), Cl.FC(CN)(F)F (2,2,2-trifluoroethylamine hydrochloride), N12CCCCCC2=NCCC1 (1,8-diazabicyclo[5.4.0]undec-7-ene), C(=O)(C=1NC=CN1)C=1NC=CN1 (carbonyl diimidazole). Yields the product O=C1CC(CN1CC1=CC=CC=C1)C(=O)NCC(F)(F)F (5-oxo-1-(phenylmethyl)-N-(2,2,2-trifluoroethyl)-3-pyrrolidinecarboxamide). The reactants are C(C)(C)(C)OC(=O)OC=1C=C(C=CC1)O (3-t-butoxycarbonyloxyphenol), C(C1=CC=CC=C1)OC1=CC(=CC=C1)OC(=O)OC(C)(C)C (1-benzyloxy-3-t-butoxycarbonyloxybenzene). Yields the product C(C1=CC=CC=C1)OC1=CC=C(C=C1)OC(=O)OC(C)(C)C (1-benzyloxy-4-t-butoxycarbonyloxybenzene), C(C)(C)(C)OC(=O)OC=1C=C(C=CC1)O (3-t-butoxycarbonyloxyphenol). RXN SMILES: [C:1]([O:5][C:6]([O:8][C:9]1[CH:10]=[C:11](O)[CH:12]=[CH:13][CH:14]=1)=[O:7])([CH3:4])([CH3:3])[CH3:2].[CH2:16]([O:23][C:24]1[CH:29]=[CH:28][CH:27]=[C:26]([O:30][C:31]([O:33][C:34]([CH3:37])([CH3:36])[CH3:35])=[O:32])[CH:25]=1)[C:17]1[CH:22]=[CH:21][CH:20]=[CH:19][CH:18]=1>>[CH2:16]([O:23][C:12]1[CH:11]=[CH:10][C:9]([O:8][C:6]([O:5][C:1]([CH3:4])([CH3:3])[CH3:2])=[O:7])=[CH:14][CH:13]=1)[C:17]1[CH:22]=[CH:21][CH:20]=[CH:19][CH:18]=1.[C:34]([O:33][C:31]([O:30][C:26]1[CH:25]=[C:24]([OH:23])[CH:29]=[CH:28][CH:27]=1)=[O:32])([CH3:37])([CH3:35])[CH3:36]. Reported procedure: The objective compound was obtained in the same way with the step (2) (ii) of Example 21, except for using 1-benzyloxy-3-t-butoxycarbonyloxybenzene obtained in the step (i) instead of 1-benzyloxy-4-t-butoxycarbonyloxybenzene in the step (2) (ii) in Example 21.